This data is from the Open Reaction Database (ORD), a public repository of structured organic reaction records. The task is: describe an organic reaction: reactants, conditions, products, and yield Starting materials: C(C)(C)(C)C=1N=C(C2=C(N1)N(N=N2)CC2=C(C=CC=C2)Cl)N2CCOCC2 (5-tert-Butyl-3-(2-chloro-benzyl)-7-morpholin-4-yl-3H-[1,2,3]triazolo[4,5-d]pyrimidine), C(C)(C)(C)C=1N=C(C2=C(N1)N(N=N2)CC2=C(C=CC=C2)Cl)Cl (5-tert-butyl-7-chloro-3-(2-chlorobenzyl)-3H-[1,2,3]triazolo[4,5-d]pyrimidine), COC[C@H]1NCCC1 ((S)-2-(methoxymethyl)pyrrolidine). The product is C(C)(C)(C)C=1N=C(C2=C(N1)N(N=N2)CC2=C(C=CC=C2)Cl)N2[C@@H](CCC2)COC (5-tert-Butyl-3-(2-chloro-benzyl)-7-((S)-2-methoxymethyl-pyrrolidin-1-yl)-3H-[1,2,3]triazolo[4,5-d]pyrimidine), gum. Yield: 61.0%. Reaction SMILES: C(C1N=[C:7]([N:22]2C[CH2:26][O:25][CH2:24][CH2:23]2)[C:8]2N=NN(CC3C=CC=CC=3Cl)[C:9]=2N=1)(C)(C)C.[C:28]([C:32]1[N:33]=[C:34](Cl)[C:35]2[N:40]=[N:39][N:38]([CH2:41][C:42]3[CH:47]=[CH:46][CH:45]=[CH:44][C:43]=3[Cl:48])[C:36]=2[N:37]=1)([CH3:31])([CH3:30])[CH3:29].COC[C@@H]1CCCN1>>[C:28]([C:32]1[N:33]=[C:34]([N:22]2[CH2:7][CH2:8][CH2:9][C@H:23]2[CH2:24][O:25][CH3:26])[C:35]2[N:40]=[N:39][N:38]([CH2:41][C:42]3[CH:47]=[CH:46][CH:45]=[CH:44][C:43]=3[Cl:48])[C:36]=2[N:37]=1)([CH3:31])([CH3:30])[CH3:29]. Procedure: In analogy to the procedure described for the synthesis of 5-tert-butyl-3-(2-chloro-benzyl)-7-morpholin-4-yl-3H-[1,2,3]triazolo[4,5-d]pyrimidine (example 1, step c), the title compound was prepared from 5-tert-butyl-7-chloro-3-(2-chlorobenzyl)-3H-[1,2,3]triazolo[4,5-d]pyrimidine and (S)-2-(methoxymethyl)pyrrolidine and isolated as light-yellow gum (12.0 mg, 61%). MS (m/e): 415.4 (MH+). The reactants are CC(=O)OI1(OC(C)=O)(OC(C)=O)OC(=O)c2ccccc21, O=C([O-])O, COC(=O)c1cc(CO)c(C)o1, CCOCC, ClCCl, [Na+], [Na+], [Na+], O, O, O, O, O, O=S([O-])([O-])=S. The product is COC(=O)c1cc(C=O)c(C)o1. As a reaction SMILES: [C:1]([O:2][I:3]1([O:4][C:5](=[O:6])[CH3:7])([O:8][C:9](=[O:10])[CH3:11])[c:12]2[c:13]([cH:14][cH:15][cH:16][cH:17]2)[C:18](=[O:19])[O:20]1)(=[O:21])[CH3:22].[C:35](=[O:36])([OH:37])[O-:38].[CH3:23][O:24][C:25](=[O:26])[c:27]1[o:28][c:29]([CH3:34])[c:30]([CH2:32][OH:33])[cH:31]1.[CH3:55][CH2:56][O:57][CH2:58][CH3:59].[Cl:52][CH2:53][Cl:54].[Na+:39].[Na+:50].[Na+:51].[OH2:40].[OH2:41].[OH2:42].[OH2:43].[OH2:44].[S:45]([O-:46])([O-:47])(=[O:48])=[S:49]>>[CH3:23][O:24][C:25](=[O:26])[c:27]1[o:28][c:29]([CH3:34])[c:30]([CH:32]=[O:33])[cH:31]1. The reactants are Nc1ccn(Cc2ccccc2)n1, CC(C)Oc1cc(OCCc2ccsc2)cc(C(=O)O)c1, O=S(Cl)Cl. The product is CC(C)Oc1cc(OCCc2ccsc2)cc(C(=O)Nc2ccn(Cc3ccccc3)n2)c1. As a reaction SMILES: [CH2:22]([c:23]1[cH:24][cH:25][cH:26][cH:27][cH:28]1)[n:29]1[n:30][c:31]([NH2:34])[cH:32][cH:33]1.[CH:1]([CH3:2])([CH3:3])[O:4][c:5]1[cH:6][c:7]([C:8](=[O:9])[OH:10])[cH:11][c:12]([O:14][CH2:15][CH2:16][c:17]2[cH:18][s:19][cH:20][cH:21]2)[cH:13]1.[S:35]([Cl:36])([Cl:37])=[O:38]>>[CH:1]([CH3:2])([CH3:3])[O:4][c:5]1[cH:6][c:7]([C:8](=[O:10])[NH:34][c:31]2[n:30][n:29]([CH2:22][c:23]3[cH:24][cH:25][cH:26][cH:27][cH:28]3)[cH:33][cH:32]2)[cH:11][c:12]([O:14][CH2:15][CH2:16][c:17]2[cH:18][s:19][cH:20][cH:21]2)[cH:13]1. Procedure: In the same manner as in Example 1, step 6 and using 7-(2-methylphenylamino)-6-(4-methyl-4-phenylpiperidine-1-carbonyl)pyrazolo[1,5-a]pyrimidine-3-carboxylic acid (60 mg, 0.13 mmol) obtained in step 4 and ethanesulfonamide (56 mg, 0.51 mmol), the title compound (20 mg, 28%) was obtained. Starting materials: CC1=C(C=CC=C1)NC1=C(C=NC=2N1N=CC2C(=O)O)C(=O)N2CCC(CC2)(C2=CC=CC=C2)C (7-(2-Methylphenylamino)-6-(4-methyl-4-phenylpiperidine-1-carbonyl)pyrazolo[1,5-a]pyrimidine-3-carboxylic acid), C(C)S(=O)(=O)N (ethanesulfonamide). The yield is 27.4%. Reaction SMILES: [CH3:1][C:2]1[CH:7]=[CH:6][CH:5]=[CH:4][C:3]=1[NH:8][C:9]1[N:14]2[N:15]=[CH:16][C:17]([C:18](O)=[O:19])=[C:13]2[N:12]=[CH:11][C:10]=1[C:21]([N:23]1[CH2:28][CH2:27][C:26]([CH3:35])([C:29]2[CH:34]=[CH:33][CH:32]=[CH:31][CH:30]=2)[CH2:25][CH2:24]1)=[O:22].[CH2:36]([S:38]([NH2:41])(=[O:40])=[O:39])[CH3:37]>>[CH3:1][C:2]1[CH:7]=[CH:6][CH:5]=[CH:4][C:3]=1[NH:8][C:9]1[N:14]2[N:15]=[CH:16][C:17]([C:18]([NH:41][S:38]([CH2:36][CH3:37])(=[O:40])=[O:39])=[O:19])=[C:13]2[N:12]=[CH:11][C:10]=1[C:21]([N:23]1[CH2:28][CH2:27][C:26]([CH3:35])([C:29]2[CH:34]=[CH:33][CH:32]=[CH:31][CH:30]=2)[CH2:25][CH2:24]1)=[O:22]. Product: CC1=C(C=CC=C1)NC1=C(C=NC=2N1N=CC2C(=O)NS(=O)(=O)CC)C(=O)N2CCC(CC2)(C2=CC=CC=C2)C (N-[7-(2-Methylphenylamino)-6-(4-methyl-4-phenylpiperidine-1-carbonyl)pyrazolo[1,5-a]pyrimidine-3-carbonyl]ethanesulfonamide). Reactants: C(C)(C)(C)OC(NC1CC(NCC1)CN1C(C2=CC=C(C=C2C(=C1C#N)C1=CC=CC=C1)OC)=O)=O ([2-(3-Cyano-6-methoxy-1-oxo-4-phenyl-1H-isoquinolin-2-yl)methylpiperidin-4-yl]-carbamic acid tert-butyl ester), Cl (hydrogen chloride). Solvent: C(C)(=O)OCC (ethyl acetate). Reaction conditions: time 1.5 hour. Product: Cl.C(#N)C=1N(C(C2=CC=C(C=C2C1C1=CC=CC=C1)OC)=O)CC1CCNCC1 (3-Cyano-6-methoxy-4-phenyl-2-[(piperidin-4-yl)methy]-2H-isoquinolin-1-one hydrochloride). As a reaction SMILES: C(OC(=O)NC1CCNC([CH2:14][N:15]2[C:24]([C:25]#[N:26])=[C:23]([C:27]3[CH:32]=[CH:31][CH:30]=[CH:29][CH:28]=3)[C:22]3[C:17](=[CH:18][CH:19]=[C:20]([O:33][CH3:34])[CH:21]=3)[C:16]2=[O:35])C1)(C)(C)C.[ClH:37]>C(OCC)(=O)C>[ClH:37].[C:25]([C:24]1[N:15]([CH2:14][CH:22]2[CH2:23][CH2:24][NH:15][CH2:16][CH2:17]2)[C:16](=[O:35])[C:17]2[C:22]([C:23]=1[C:27]1[CH:32]=[CH:31][CH:30]=[CH:29][CH:28]=1)=[CH:21][C:20]([O:33][CH3:34])=[CH:19][CH:18]=2)#[N:26] |f:3.4|. Procedure details: A solution of 57 (200 mg, 0.423 mmol) in ethyl acetate (100 mL) was cooled in an ice bath and treated with hydrogen chloride gas for 10 min. The resulting solution was stirred 1.5 h and then warmed to room temperature. Evaporation of the solvent in vacuo gave 58 as a white solid. The reactants are NC=1SC(=C(N1)C(=O)N1[C@H]2C[C@H]2C[C@H]1CN)C1=CC(=CC=C1)F ([2-amino-5-(3-fluoro-phenyl)-thiazol-4-yl]-((1S,3S,5S)-3-aminomethyl-2-aza-bicyclo[3.1.0]hex-2-yl)-methanone), C1(=NC=CC2=CC=CC=C12)C(=O)O (isoquinoline-1-carboxylic acid). The product is NC=1SC(=C(N1)C(=O)N1[C@H]2C[C@H]2C[C@H]1CNC(=O)C1=NC=CC2=CC=CC=C12)C1=CC(=CC=C1)F (isoquinoline-1-carboxylic acid {(1S,3S,5S)-2-[2-amino-5-(3-fluoro-phenyl)-thiazole-4-carbonyl]-2-aza-bicyclo[3.1.0]hex-3-ylmethyl}-amide). As a reaction SMILES: [NH2:1][C:2]1[S:3][C:4]([C:17]2[CH:22]=[CH:21][CH:20]=[C:19]([F:23])[CH:18]=2)=[C:5]([C:7]([N:9]2[C@H:14]([CH2:15][NH2:16])[CH2:13][C@H:12]3[C@@H:10]2[CH2:11]3)=[O:8])[N:6]=1.[C:24]1([C:34](O)=[O:35])[C:33]2[C:28](=[CH:29][CH:30]=[CH:31][CH:32]=2)[CH:27]=[CH:26][N:25]=1>>[NH2:1][C:2]1[S:3][C:4]([C:17]2[CH:22]=[CH:21][CH:20]=[C:19]([F:23])[CH:18]=2)=[C:5]([C:7]([N:9]2[C@H:14]([CH2:15][NH:16][C:34]([C:24]3[C:33]4[C:28](=[CH:29][CH:30]=[CH:31][CH:32]=4)[CH:27]=[CH:26][N:25]=3)=[O:35])[CH2:13][C@H:12]3[C@@H:10]2[CH2:11]3)=[O:8])[N:6]=1. Reported procedure: prepared by reaction of [2-amino-5-(3-fluoro-phenyl)-thiazol-4-yl]-((1S,3S,5S)-3-aminomethyl-2-aza-bicyclo[3.1.0]hex-2-yl)-methanone with isoquinoline-1-carboxylic acid. LC-MS (basic): tR=0.84 min; [M+H]+=488.1. The reactants are COC(CSC1=CC=C(C=C1)F)OC ((4-fluorophenylthio)- acetaldehyde dimethyl acetal). Solvent: ClC1=CC=CC=C1 (chlorobenzene). Product: FC=1C=CC2=C(C=CS2)C1 (5-fluorobenzothiophene). Yield: 55.4%. As a reaction SMILES: CO[CH:3](OC)[CH2:4][S:5][C:6]1[CH:11]=[CH:10][C:9]([F:12])=[CH:8][CH:7]=1>ClC1C=CC=CC=1>[F:12][C:9]1[CH:8]=[CH:7][C:6]2[S:5][CH:4]=[CH:3][C:11]=2[CH:10]=1. Procedure details: Anhydrous chlorobenzene (1500 ml) was placed in a 3 liter 3-necked flask equipped with a condenser and a mechanical stirrer. The apparatus was flushed with nitrogen and about 495 grams of polyphosphoric acid (PPA) was added. The mixture was brought to gentle reflux and 161 g (0.74 mol) of crude (4-fluorophenylthio)- acetaldehyde dimethyl acetal was added during 2.5 hours and the solution was further refluxed for 19 hours. The reaction mixture was allowed to cool to ambient temperature and the or... Reactants: C(C1=CC=CC=C1)(=O)Cl (benzoyl chloride), CCN(C(C)C)C(C)C (DIPEA), COC(\C=C\C=1C=C2C(CC3(CN(C3)C(=O)OC(C)(C)C)OC2=CC1)=O)=O ((E)-3-[1′-tert-butoxycarbonyl-4-oxo-spiro(chromane-2,3′-azetidine)-6-yl]-acrylic acid methyl ester). Product: COC(\C=C\C=1C=C2C(CC3(CN(C3)C(C3=CC=CC=C3)=O)OC2=CC1)=O)=O ((E)-3-[1′-benzoyl-4-oxo-spiro(chromane-2,3′-azetidine)-6-yl]-acrylic acid methyl ester). As a reaction SMILES: [CH3:1][O:2][C:3](=[O:27])/[CH:4]=[CH:5]/[C:6]1[CH:7]=[C:8]2[C:23](=[CH:24][CH:25]=1)[O:22][C:11]1([CH2:14][N:13]([C:15]([O:17]C(C)(C)C)=O)[CH2:12]1)[CH2:10][C:9]2=[O:26].C(Cl)(=O)[C:29]1[CH:34]=[CH:33][CH:32]=[CH:31][CH:30]=1.CCN(C(C)C)C(C)C>C(Cl)Cl>[CH3:1][O:2][C:3](=[O:27])/[CH:4]=[CH:5]/[C:6]1[CH:7]=[C:8]2[C:23](=[CH:24][CH:25]=1)[O:22][C:11]1([CH2:14][N:13]([C:15](=[O:17])[C:29]3[CH:34]=[CH:33][CH:32]=[CH:31][CH:30]=3)[CH2:12]1)[CH2:10][C:9]2=[O:26]. The solvent is C(Cl)Cl (DCM). Isolated yield 97.2%. Reported procedure: A suspension of Intermediate 4 (280 mg, 0.90 mmol) in DCM (7.5 ml) was treated with benzoyl chloride (0.16 ml, 1.4 mmol) and DIPEA (0.32 ml, 1.8 mmol) as described in Example 36, Step A, giving (E)-3-[1′-benzoyl-4-oxo-spiro(chromane-2,3′-azetidine)-6-yl]-acrylic acid methyl ester as a white solid (330 mg). Reactants: BrC1=NN(C(=N1)C=O)C (3-bromo-1-methyl-1H-1,2,4-triazole-5-carbaldehyde), [Cl-].CC1=NC=2N(C(=C1)C)N=C(N2)C[P+](C2=CC=CC=C2)(C2=CC=CC=C2)C2=CC=CC=C2 (((5,7-dimethyl-[1,2,4]triazolo[1,5-a]pyrimidin-2-yl)methyl)triphenylphosphonium chloride), C1CCC2=NCCCN2CC1 (DBU). Run in O1CCCC1 (tetrahydrofuran). Conditions: temperature 25 celsius, time 18 hour. The product is BrC=1N=C(N(N1)C)C=CC1=NN2C(N=C(C=C2C)C)=N1 (2-[2-(5-bromo-2-methyl-2H-[1,2,4]triazol-3-yl)-vinyl]-5,7-dimethyl-[1,2,4]triazolo[1,5-a]pyrimidine). The yield is 47.2%. RXN SMILES: [Br:1][C:2]1[N:6]=[C:5]([CH:7]=O)[N:4]([CH3:9])[N:3]=1.[Cl-].[CH3:11][C:12]1[CH:17]=[C:16]([CH3:18])[N:15]2[N:19]=[C:20]([CH2:22][P+](C3C=CC=CC=3)(C3C=CC=CC=3)C3C=CC=CC=3)[N:21]=[C:14]2[N:13]=1.C1CCN2C(=NCCC2)CC1>O1CCCC1>[Br:1][C:2]1[N:6]=[C:5]([CH:7]=[CH:22][C:20]2[N:21]=[C:14]3[N:13]=[C:12]([CH3:11])[CH:17]=[C:16]([CH3:18])[N:15]3[N:19]=2)[N:4]([CH3:9])[N:3]=1 |f:1.2|. Procedure: A mixture of 3-bromo-1-methyl-1H-1,2,4-triazole-5-carbaldehyde (193 mg, 1.02 mmol, Eq: 1.00), ((5,7-dimethyl-[1,2,4]triazolo[1,5-a]pyrimidin-2-yl)methyl)triphenylphosphonium chloride (466 mg, 1.02 mmol, Eq: 1.00) and DBU (387 mg, 383 μl, 2.54 mmol, Eq: 2.5) in tetrahydrofuran (12 ml) was stirred for 18 hours at 25° C. under argon atmosphere. Chromatography afforded) 2-[2-(5-bromo-2-methyl-2H-[1,2,4]triazol-3-yl)-vinyl]-5,7-dimethyl-[1,2,4]triazolo[1,5-a]pyrimidine (161 mg/47.4%) as a white solid... Reactants: [Li]CC, CC(C)=CCCC(C)CC=CC(C)=CC(=O)O, Cl, c1ccccc1. The product is CCC(=O)C=C(C)C=CCC(C)CCC=C(C)C. Reaction SMILES: [CH2:18]([CH3:19])[Li:20].[CH3:1][C:2](=[CH:3][C:4](=[O:5])[OH:6])[CH:7]=[CH:8][CH2:9][CH:10]([CH2:11][CH2:12][CH:13]=[C:14]([CH3:15])[CH3:16])[CH3:17].[ClH:21].[cH:22]1[cH:23][cH:24][cH:25][cH:26][cH:27]1>>[CH3:1][C:2](=[CH:3][C:4](=[O:6])[CH2:18][CH3:19])[CH:7]=[CH:8][CH2:9][CH:10]([CH2:11][CH2:12][CH:13]=[C:14]([CH3:15])[CH3:16])[CH3:17].